From a dataset of the Open Reaction Database (ORD), a public repository of structured organic reaction records. describe an organic reaction: reactants, conditions, products, and yield Reactants: [Al+3], C1CCOC1, CON(C)C(=O)C1CCCC1c1c[nH]c2ccc(C#N)cc12, [H-], [H-], [H-], [H-], [Li+]. The product is N#Cc1ccc2[nH]cc(C3CCCC3C=O)c2c1. As a reaction SMILES: [Al+3:24].[CH2:29]1[O:30][CH2:31][CH2:32][CH2:33]1.[CH3:1][O:2][N:3]([C:4](=[O:5])[CH:6]1[CH:7]([c:11]2[cH:12][nH:13][c:14]3[cH:15][cH:16][c:17]([C:20]#[N:21])[cH:18][c:19]23)[CH2:8][CH2:9][CH2:10]1)[CH3:22].[H-:23].[H-:26].[H-:27].[H-:28].[Li+:25]>>[CH:4](=[O:5])[CH:6]1[CH:7]([c:11]2[cH:12][nH:13][c:14]3[cH:15][cH:16][c:17]([C:20]#[N:21])[cH:18][c:19]23)[CH2:8][CH2:9][CH2:10]1. The reactants are [OH-].[Na+] (NaOH), C(C)OC(=O)C=1SC(=NN1)SC1=CC=CC=C1 (5-phenylsulfanyl-[1,3,4]thiadiazole-2-carboxylic acid ethyl ester), acid chloride. Reaction SMILES: C([O:3][C:4]([C:6]1[S:7][C:8]([S:11][C:12]2[CH:17]=[CH:16][CH:15]=[CH:14][CH:13]=2)=[N:9][N:10]=1)=[O:5])C.[OH-].[Na+]>CCO>[C:12]1([S:11][C:8]2[S:7][C:6]([C:4]([OH:5])=[O:3])=[N:10][N:9]=2)[CH:13]=[CH:14][CH:15]=[CH:16][CH:17]=1 |f:1.2|. Run in CCO (EtOH). Procedure: The 5-phenylsulfanyl-[1,3,4]thiadiazole-2-carboxylic acid ethyl ester from Step 64a (1.0 g, 3.76 mmol, 1 eq) is dissolved in EtOH (40 mL), and cooled in an ice bath. To this, 2N NaOH (1.88 mL, 3.76 mmol, 1 eq) is added drop wise. The sodium salt of the acid precipitates out of solution. The reaction mixture is concentrated in vacuo to give a white crystalline product. The reaction mixture is carried through to the next step in its crude form to make the acid chloride. MS (ESI) for C9H6N2S2O2 m/z... The product is C1(=CC=CC=C1)SC1=NN=C(S1)C(=O)O (5-phenylsulfanyl-[1,3,4]thiadiazole-2-carboxylic Acid). The reactants are O[C@@H]1C(N(CC1)CC#C)=O ((S)-3-hydroxy-1-(2-propynyl)-2-pyrrolidinone), C(C)(=O)OC(C)=O (acetic anhydride), N1=CC=CC=C1 (pyridine), C(Cl)Cl (methylene chloride). Reagents/catalysts: CN(C1=CC=NC=C1)C (4-(dimethylamino)pyridine). Run in CO (methyl alcohol). Run at time 20 minute. Product: C(C)(=O)O[C@@H]1C(N(CC1)CC#C)=O ((S)-3-(Acetoxy)-1-(2-propynyl)-2-pyrrolidinone). Reaction SMILES: [OH:1][C@H:2]1[CH2:6][CH2:5][N:4]([CH2:7][C:8]#[CH:9])[C:3]1=[O:10].[C:11](OC(=O)C)(=[O:13])[CH3:12].N1C=CC=CC=1.C(Cl)Cl>CN(C)C1C=CN=CC=1.CO>[C:11]([O:1][C@H:2]1[CH2:6][CH2:5][N:4]([CH2:7][C:8]#[CH:9])[C:3]1=[O:10])(=[O:13])[CH3:12]. Procedure: A solution of 4.3 g of (S)-3-hydroxy-1-(2-propynyl)-2-pyrrolidinone, 10.6 ml of acetic anhydride, 0.6 ml of pyridine, 0.1 g of 4-(dimethylamino)pyridine and 85 ml of methylene chloride is stirred at room temperature for 18 hours. Twenty-five ml of methyl alcohol is added and the reaction stirred for 20 minutes. The mixture is washed with 1N hydrochloric acid and saturated sodium bicarbonate. The organic layer is dried, passed thorough a pad of hydrous magnesium silicate and concentrated in vacuo... Starting materials: O.O.[Sn](Cl)(Cl)(Cl)Cl (tin chloride dihydrate), [N+](=[N-])=C (diazomethane), [C@@H]1([C@H](O)[C@H](O)[C@@H](CO)O1)N1C=NC=2C(N)=NC=NC12 (adenosine), CO (methanol). Run in COCCOC (1,2-dimethoxyethane). The product is CO[C@H]1[C@@H](O[C@@H]([C@H]1O)CO)N1C=NC=2C(N)=NC=NC12 (2'-O-methyladenosine), CO[C@H]1[C@H]([C@@H](O[C@@H]1CO)N1C=NC=2C(N)=NC=NC12)O (3'-O-methyladenosine). As a reaction SMILES: [C@@H:1]1([N:10]2[C:19]3[N:18]=[CH:17][N:16]=[C:14]([NH2:15])[C:13]=3[N:12]=[CH:11]2)[O:9][C@H:6]([CH2:7][OH:8])[C@@H:4]([OH:5])[C@H:2]1[OH:3].CO.O.O.[Sn](Cl)(Cl)(Cl)Cl.[N+](=[CH2:31])=[N-]>COCCOC>[CH3:31][O:3][C@@H:2]1[C@H:4]([OH:5])[C@@H:6]([CH2:7][OH:8])[O:9][C@H:1]1[N:10]1[C:19]2[N:18]=[CH:17][N:16]=[C:14]([NH2:15])[C:13]=2[N:12]=[CH:11]1.[CH3:31][O:5][C@@H:4]1[C@@H:6]([CH2:7][OH:8])[O:9][C@@H:1]([N:10]2[C:19]3[N:18]=[CH:17][N:16]=[C:14]([NH2:15])[C:13]=3[N:12]=[CH:11]2)[C@@H:2]1[OH:3] |f:2.3.4|. Procedure details: 10 g of adenosine was suspended in 2 l of 1 mmole methanol solution of tin chloride dihydrate. 500 ml of 0.4-0.5M 1,2-dimethoxyethane solution of diazomethane was added to the solution with stirring. After stirring for 2 hours at room temperature, the solution was evaporated to dryness under reduced pressure. The residue was purified by ion exchange column chromatography and recrystallized from ethanol to give 2'-O-methyladenosine (Compound 1) and 3'-O-methyladenosine (Compound 2). The reactants are CCOC(=O)C (EtOAc), CO (methanol), Cl.NC1CC2=CC(=C(C(=C2C1)[N+](=O)[O-])N)Br (2,5-diamino-6-bromo-4-nitroindane hydrochloride), 1-4-dibromobutane, C(C)(C)N(CC)C(C)C (diisopropylethylamine). Solvent: CN(C)C=O (DMF). Conditions: temperature 70 celsius. Product: NC=1C(=C2CC(CC2=CC1Br)N1CCCC1)[N+](=O)[O-] (5-Amino-6-bromo-4-nitro-2-pyrrolidin-1-yl-indane). Isolated yield 30.7%. Reaction SMILES: Cl.NC1C[C:10]2[C:5](=[CH:6][C:7]([Br:16])=[C:8]([NH2:15])[C:9]=2[N+:12]([O-:14])=[O:13])C1.[CH:17]([N:20]([CH:23]([CH3:25])[CH3:24])[CH2:21][CH3:22])([CH3:19])C.CCOC(C)=O.CO>CN(C=O)C>[NH2:15][C:8]1[C:9]([N+:12]([O-:14])=[O:13])=[C:10]2[C:5](=[CH:6][C:7]=1[Br:16])[CH2:24][CH:23]([N:20]1[CH2:17][CH2:19][CH2:22][CH2:21]1)[CH2:25]2 |f:0.1|. Procedure details: A mixture of 2,5-diamino-6-bromo-4-nitroindane hydrochloride (1.5 g, 5 mmol), 1-4-dibromobutane (1.3 g, 6 mmol) and diisopropylethylamine (1.9 g, 15 mmol) in DMF (100 mL) was heated at 70° C. for 24 h. The solvent was evaporated and the residue taken up in methylene chloride:water. The aqueous layer was basified with 1N NaOH and back extracted. The combined organic layers were dried over sodium sulfate, filtered and evaporated to give a dark syrup. The purified product (0.5 g) was obtained from ...